From a dataset of the Open Reaction Database (ORD), a public repository of structured organic reaction records. describe an organic reaction: reactants, conditions, products, and yield The reactants are C1=CC=C(C=C1)NS(=O)(=O)C(F)(F)F (n-phenyltriflamide), NC=1OC[C@]2(N1)C1=CC(=CC=C1OC1=NC=C(C=C12)C#CC(C)(C)C)O ((S)-2′-amino-3-(3,3-dimethylbut-1-ynyl)-5′H-spiro[chromeno[2,3-b]pyridine-5,4′-oxazol]-7-ol), C([O-])([O-])=O.[K+].[K+] (potassium carbonate), CN(C)C=O (DMF). The solvent is O (water). Reaction conditions: temperature 0 celsius, time 15 minute. The product is FC(S(=O)(=O)OC=1C=C2C(=CC1)OC1=NC=C(C=C1[C@@]21N=C(OC1)N)C#CC(C)(C)C)(F)F ((S)-2′-amino-3-(3,3-dimethylbut-1-ynyl)-5′H-spiro[chromeno[2,3-b]pyridine-5,4′-oxazole]-7-yl trifluoromethanesulfonate). The yield is 66.4%. Reaction SMILES: [NH2:1][C:2]1[O:3][CH2:4][C@:5]2([C:19]3[C:14](=[N:15][CH:16]=[C:17]([C:20]#[C:21][C:22]([CH3:25])([CH3:24])[CH3:23])[CH:18]=3)[O:13][C:12]3[C:7]2=[CH:8][C:9]([OH:26])=[CH:10][CH:11]=3)[N:6]=1.C(=O)([O-])[O-].[K+].[K+].CN(C=O)C.C1C=CC(N[S:45]([C:48]([F:51])([F:50])[F:49])(=[O:47])=[O:46])=CC=1>O>[F:49][C:48]([F:51])([F:50])[S:45]([O:26][C:9]1[CH:8]=[C:7]2[C@@:5]3([CH2:4][O:3][C:2]([NH2:1])=[N:6]3)[C:19]3[C:14](=[N:15][CH:16]=[C:17]([C:20]#[C:21][C:22]([CH3:23])([CH3:25])[CH3:24])[CH:18]=3)[O:13][C:12]2=[CH:11][CH:10]=1)(=[O:47])=[O:46] |f:1.2.3|. Reported procedure: A vial charged with (S)-2′-amino-3-(3,3-dimethylbut-1-ynyl)-5′H-spiro[chromeno[2,3-b]pyridine-5,4′-oxazol]-7-ol (0.200 g, 0.572 mmol) and potassium carbonate (0.087 g, 0.630 mmol) was treated with 2 mL DMF and was allowed to stir for 15 minutes. The reaction mixture was cooled to 0° C. and n-phenyltriflamide (0.245 g, 0.630 mmol) was added. After stirring for one hour the reaction mixture was poured into water and extracted with EtOAc. The organics were dried over MgSO4 and concentrated. Purific... Starting materials: O (water), BrC=1C=C(C=O)C=C(C1)Br (3,5-dibromobenzaldehyde), NC1=C(C=CC=C1)S (2-aminothiophenol), C(C)(=O)[O-].[Pb+4].C(C)(=O)[O-].C(C)(=O)[O-].C(C)(=O)[O-] (lead (IV) acetate). Run in C(C)(=O)O (acetic acid). Conditions: time 30 minute. Product: BrC=1C=C(C=C(C1)Br)C=1SC2=C(N1)C=CC=C2 (2-(3,5-dibromophenyl)benzo[d]thiazole). As a reaction SMILES: [Br:1][C:2]1[CH:3]=[C:4]([CH:7]=[C:8]([Br:10])[CH:9]=1)[CH:5]=O.[NH2:11][C:12]1[CH:17]=[CH:16][CH:15]=[CH:14][C:13]=1[SH:18].C([O-])(=O)C.[Pb+4].C([O-])(=O)C.C([O-])(=O)C.C([O-])(=O)C.O>C(O)(=O)C>[Br:1][C:2]1[CH:3]=[C:4]([C:5]2[S:18][C:13]3[CH:14]=[CH:15][CH:16]=[CH:17][C:12]=3[N:11]=2)[CH:7]=[C:8]([Br:10])[CH:9]=1 |f:2.3.4.5.6|. Procedure: 5.03 g (19.1 mmol) of 3,5-dibromobenzaldehyde and 3.1 mL (28.6 mmol) of 2-aminothiophenol were dissolved in 60 mL of acetic acid. The solution was agitated at room temperature for 30 minutes. 9.78 g (21.0 mmol) of lead (IV) acetate was added thereto. The resulting mixture was agitated at 50° C. for 1 hour. Then, water was poured into the reactant. It was extracted with ethyl acetate. The extract was separated through a column and dried, obtaining 4.74 g (Y=67%) of a white solid. Starting materials: Cl (HCl), C(=O)([O-])[O-].[Na+].[Na+] (Na2CO3), C1(=CC=CC=C1)NC1=NN(C=C1C#N)COCC[Si](C)(C)C (3-(phenylamino)-1-{[2-(trimethylsilyl)ethoxy]methyl}-1H-pyrazole-4-carbonitrile), C1(=CC=CC=C1)NC1=C(C=NN1COCC[Si](C)(C)C)C#N (5-(phenylamino)-1-{[2-(trimethylsilyl)ethoxy]methyl}-1H-pyrazole-4-carbonitrile). Solvent: CCO (EtOH), O (H2O). Run at temperature 0 celsius. Yields the product C1(=CC=CC=C1)NC1=NNC=C1C(=O)N (3-(Phenylamino)-1H-pyrazole-4-carboxamide). RXN SMILES: [C:1]1([NH:7][C:8]2[C:12]([C:13]#[N:14])=[CH:11][N:10](COCC[Si](C)(C)C)[N:9]=2)[CH:6]=[CH:5][CH:4]=[CH:3][CH:2]=1.C1(NC2N(C[O:36]CC[Si](C)(C)C)N=CC=2C#N)C=CC=CC=1.Cl.C([O-])([O-])=O.[Na+].[Na+]>CCO.O>[C:1]1([NH:7][C:8]2[C:12]([C:13]([NH2:14])=[O:36])=[CH:11][NH:10][N:9]=2)[CH:6]=[CH:5][CH:4]=[CH:3][CH:2]=1 |f:3.4.5|. Reported procedure: To a solution containing a mixture of 3-(phenylamino)-1-{[2-(trimethylsilyl)ethoxy]methyl}-1H-pyrazole-4-carbonitrile and 5-(phenylamino)-1-{[2-(trimethylsilyl)ethoxy]methyl}-1H-pyrazole-4-carbonitrile (2.6 g, 7.8 mmol) in EtOH (40.3 mL) was added 2N aqueous HCl (40.3 mL). The resulting mixture was heated at 0° C. for 1 hour. The mixture was cooled to ambient temperature and carefully neutralized with 3N aqueous Na2CO3 until pH ˜9. The solution was further diluted with H2O (400 mL), the layers w... The reactants are C[Si](C)(C)Cl, Cl, [Li]C, C1CCOC1, O=C(O)COc1ccc(O)cc1. The product is CC(=O)COc1ccc(O)cc1. RXN SMILES: [Cl:15][Si:16]([CH3:17])([CH3:18])[CH3:19].[ClH:20].[Li:1][CH3:2].[O:21]1[CH2:22][CH2:23][CH2:24][CH2:25]1.[OH:3][c:4]1[cH:5][cH:6][c:7]([O:8][CH2:9][C:10](=[O:11])[OH:12])[cH:13][cH:14]1>>[OH:3][c:4]1[cH:5][cH:6][c:7]([O:8][CH2:9][C:10](=[O:11])[CH3:17])[cH:13][cH:14]1. Reactants: C1CCC2=NCCCN2CC1, C1CCOC1, COc1ccc2c(c1)C(Br)CC2=O. The product is COc1ccc2c(c1)C=CC2=O. Reaction SMILES: [CH2:1]1[CH2:2][CH2:3][C:4]2=[N:9][CH2:8][CH2:7][CH2:6][N:5]2[CH2:10][CH2:11]1.[CH2:25]1[O:26][CH2:27][CH2:28][CH2:29]1.[CH3:12][O:13][c:14]1[cH:15][c:16]2[c:20]([cH:21][cH:22]1)[C:19](=[O:23])[CH2:18][CH:17]2[Br:24]>>[CH3:12][O:13][c:14]1[cH:15][c:16]2[c:20]([cH:21][cH:22]1)[C:19](=[O:23])[CH:18]=[CH:17]2. Reactants: CCOC(=O)c1ccc(C#Cc2ccc3c(c2)C(c2nc(C)c(C)s2)=CCC3(C)C)cc1, CCO, [Na+], [OH-]. The product is Cc1nc(C2=CCC(C)(C)c3ccc(C#Cc4ccc(C(=O)O)cc4)cc32)sc1C. RXN SMILES: [CH3:1][C:2]1([CH3:32])[c:3]2[cH:4][cH:5][c:6]([C:19]#[C:20][c:21]3[cH:22][cH:23][c:24]([C:25](=[O:26])[O:27][CH2:28][CH3:29])[cH:30][cH:31]3)[cH:7][c:8]2[C:9]([c:12]2[s:13][c:14]([CH3:18])[c:15]([CH3:17])[n:16]2)=[CH:10][CH2:11]1.[CH3:35][CH2:36][OH:37].[Na+:34].[OH-:33]>>[CH3:1][C:2]1([CH3:32])[c:3]2[cH:4][cH:5][c:6]([C:19]#[C:20][c:21]3[cH:22][cH:23][c:24]([C:25](=[O:26])[OH:27])[cH:30][cH:31]3)[cH:7][c:8]2[C:9]([c:12]2[s:13][c:14]([CH3:18])[c:15]([CH3:17])[n:16]2)=[CH:10][CH2:11]1. Reactants: BrC=1C=CC(=C(C1)C1=NC2=CC=C(C=C2C=C1)C1=NC2=C(N1C1CCCCC1)C=CC(=C2)C(=O)O)O (2-[2-(5-Bromo-2-hydroxy-phenyl)-quinolin-6-yl]-1-cyclohexyl-1H-benzoimidazole-5-carboxylic acid), [OH-].[K+] (KOH), Compound 354e, ClC1=CC=C(C=C1)C1=NOC(=C1C(C)=O)C (1-[3-(4-chloro-phenyl)-5-methyl-isoxazol-4-yl]-ethanone). The solvent is C(C)O (ethanol), C(C)O (ethanol). Yields the product ClC1=CC=C(C=C1)C1=NOC(=C1C1=NC2=CC=C(C=C2C=C1)C1=NC2=C(N1C1CCCCC1)C=CC(=C2)C(=O)O)C (2-{2-[3-(4-chloro-phenyl)-5-methyl-isoxazol-4-yl]-quinolin-6-yl}-1-cyclohexyl-1H-benzoimidazole-5-carboxylic acid). Yield: 12.0%. As a reaction SMILES: BrC1C=CC(O)=C(C2C=[CH:16][C:15]3[C:10](=[CH:11][CH:12]=[C:13]([C:18]4[N:22]([CH:23]5[CH2:28][CH2:27][CH2:26][CH2:25][CH2:24]5)[C:21]5[CH:29]=[CH:30][C:31]([C:33]([OH:35])=[O:34])=[CH:32][C:20]=5[N:19]=4)[CH:14]=3)[N:9]=2)C=1.[Cl:37][C:38]1[CH:43]=[CH:42][C:41]([C:44]2[C:48]([C:49](=O)[CH3:50])=[C:47]([CH3:52])[O:46][N:45]=2)=[CH:40][CH:39]=1.[OH-].[K+]>C(O)C>[Cl:37][C:38]1[CH:43]=[CH:42][C:41]([C:44]2[C:48]([C:49]3[CH:50]=[CH:16][C:15]4[C:10](=[CH:11][CH:12]=[C:13]([C:18]5[N:22]([CH:23]6[CH2:24][CH2:25][CH2:26][CH2:27][CH2:28]6)[C:21]6[CH:29]=[CH:30][C:31]([C:33]([OH:35])=[O:34])=[CH:32][C:20]=6[N:19]=5)[CH:14]=4)[N:9]=3)=[C:47]([CH3:52])[O:46][N:45]=2)=[CH:40][CH:39]=1 |f:2.3|. Procedure details: Following the procedure and workup for Compound 354, Compound 354e (100 mg, 0.256 mmol) was reacted with 1-[3-(4-chloro-phenyl)-5-methyl-isoxazol-4-yl]-ethanone (0.256 mmol) in ethanol (2 mL) using 10% w/v KOH in ethanol (506 μL, 0.64 mmol) to produce the title compound (16 mg, 12% yield).